Task: describe an organic reaction: reactants, conditions, products, and yield. Dataset: the Open Reaction Database (ORD), a public repository of structured organic reaction records RXN SMILES: [CH2:1]([CH2:2][CH2:3][CH3:4])[N:5]([S:6](=[O:7])(=[O:8])[CH3:9])[CH:10]1[c:11]2[c:12]([cH:17][cH:18][cH:19][cH:20]2)[S:13](=[O:15])(=[O:16])[CH2:14]1.[Na+:21].[O-:22][N+:23]([O-:24])=[O:25].[S:26](=[O:27])(=[O:28])([OH:29])[OH:30]>>[CH2:1]([CH2:2][CH2:3][CH3:4])[N:5]([S:6](=[O:7])(=[O:8])[CH3:9])[CH:10]1[c:11]2[c:12]([cH:17][c:18]([N+:23](=[O:22])[O-:24])[cH:19][cH:20]2)[S:13](=[O:15])(=[O:16])[CH2:14]1. The product is CCCCN(C1CS(=O)(=O)c2cc([N+](=O)[O-])ccc21)S(C)(=O)=O. Reactants: CCCCN(C1CS(=O)(=O)c2ccccc21)S(C)(=O)=O, [Na+], O=[N+]([O-])[O-], O=S(=O)(O)O. Reactants: BrC1=CC=C(N=N1)NC(C(C)(C)C)=O (N-(6-bromopyridazin-3-yl)pivalamide), C1(CCCCC1)P(C1=C(C=CC=C1)C1=C(C=C(C=C1C(C)C)C(C)C)C(C)C)C1CCCCC1 (dicyclohexyl(2′,4′,6′-triisopropylbiphenyl-2-yl)phosphine), tris-dipalladium(dibenzylideneacetone), solution, [Cl-].C(C)(C)(C)OC(C[Zn+])=O ((2-tert-butoxy-2-oxoethyl)zinc(II) chloride), [Cl-].C(C)(C)(C)OC(C[Zn+])=O ((2-tert-butoxy-2-oxoethyl)zinc(II) chloride), C(C)OCC (diethyl ether). Run in CCOC(=O)C (EtOAc). Reaction conditions: temperature 50 celsius, time 2 hour. Product: C(C(C)(C)C)(=O)NC1=CC=C(N=N1)CC(=O)OC(C)(C)C (tert-Butyl 2-(6-Pivalamidopyridazin-3-yl)acetate). Reaction SMILES: Br[C:2]1[N:7]=[N:6][C:5]([NH:8][C:9](=[O:14])[C:10]([CH3:13])([CH3:12])[CH3:11])=[CH:4][CH:3]=1.C1(P(C2CCCCC2)C2C=CC=CC=2C2C(C(C)C)=CC(C(C)C)=CC=2C(C)C)CCCCC1.[Cl-].[C:50]([O:54][C:55](=[O:58])[CH2:56][Zn+])([CH3:53])([CH3:52])[CH3:51].C(OCC)C>CCOC(C)=O>[C:9]([NH:8][C:5]1[N:6]=[N:7][C:2]([CH2:56][C:55]([O:54][C:50]([CH3:53])([CH3:52])[CH3:51])=[O:58])=[CH:3][CH:4]=1)(=[O:14])[C:10]([CH3:13])([CH3:12])[CH3:11] |f:2.3|. Procedure: A mixture of N-(6-bromopyridazin-3-yl)pivalamide (2.00 g, 7.75 mmol), dicyclohexyl(2′,4′,6′-triisopropylbiphenyl-2-yl)phosphine (0.222 g, 0.465 mmol), and tris-dipalladium(dibenzylideneacetone) (0.213 g, 0.232 mmol) was flushed with nitrogen for 30 min. THF (20 mL) was added, followed by a 1.0 M solution of (2-tert-butoxy-2-oxoethyl)zinc(II) chloride in diethyl ether (38.7 mL, 19.4 mmol) and the reaction was sealed and stirred for 2 h at 50° C. An additional amount of (2-tert-butoxy-2-oxoethyl)z... The reactants are FC(S(=O)(=O)OC1=C(C=C(C=C1)Cl)C1=C(C=NN1COCC[Si](C)(C)C)[N+](=O)[O-])(F)F (4-chloro-2-(4-nitro-1-((2-(trimethylsilyl)ethoxy)methyl)-1H-pyrazol-5-yl)phenyl trifluoromethanesulfonate), C1(CC1)B(O)O (cyclopropylboronic acid), P(=O)([O-])([O-])[O-].[K+].[K+].[K+] (potassium phosphate), [Br-].[Na+] (sodium bromide), O (water). The reagents and catalysts are C=1C=CC(=CC1)[P](C=2C=CC=CC2)(C=3C=CC=CC3)[Pd]([P](C=4C=CC=CC4)(C=5C=CC=CC5)C=6C=CC=CC6)([P](C=7C=CC=CC7)(C=8C=CC=CC8)C=9C=CC=CC9)[P](C=1C=CC=CC1)(C=1C=CC=CC1)C=1C=CC=CC1 (tetrakis(triphenylphosphine)palladium(0)). Solvent: C1(=CC=CC=C1)C (toluene). Run at temperature 90 celsius. The product is ClC=1C=CC(=C(C1)C1=C(C=NN1COCC[Si](C)(C)C)[N+](=O)[O-])C1CC1 (5-(5-chloro-2-cyclopropylphenyl)-4-nitro-1-((2-(trimethylsilyl)ethoxy)methyl)-1H-pyrazole). The yield is 53.1%. RXN SMILES: FC(F)(F)S(O[C:7]1[CH:12]=[CH:11][C:10]([Cl:13])=[CH:9][C:8]=1[C:14]1[N:18]([CH2:19][O:20][CH2:21][CH2:22][Si:23]([CH3:26])([CH3:25])[CH3:24])[N:17]=[CH:16][C:15]=1[N+:27]([O-:29])=[O:28])(=O)=O.[CH:32]1(B(O)O)[CH2:34][CH2:33]1.P([O-])([O-])([O-])=O.[K+].[K+].[K+].[Br-].[Na+].O>C1C=CC([P]([Pd]([P](C2C=CC=CC=2)(C2C=CC=CC=2)C2C=CC=CC=2)([P](C2C=CC=CC=2)(C2C=CC=CC=2)C2C=CC=CC=2)[P](C2C=CC=CC=2)(C2C=CC=CC=2)C2C=CC=CC=2)(C2C=CC=CC=2)C2C=CC=CC=2)=CC=1.C1(C)C=CC=CC=1>[Cl:13][C:10]1[CH:11]=[CH:12][C:7]([CH:32]2[CH2:34][CH2:33]2)=[C:8]([C:14]2[N:18]([CH2:19][O:20][CH2:21][CH2:22][Si:23]([CH3:26])([CH3:25])[CH3:24])[N:17]=[CH:16][C:15]=2[N+:27]([O-:29])=[O:28])[CH:9]=1 |f:2.3.4.5,6.7,^1:52,54,73,92|. Procedure: To a mixture of 4-chloro-2-(4-nitro-1-((2-(trimethylsilyl)ethoxy)methyl)-1H-pyrazol-5-yl)phenyl trifluoromethanesulfonate (72.4 mg, 0.144 mmol), cyclopropylboronic acid (55.0 mg, 0.640 mmol), tetrakis(triphenylphosphine)palladium(0) (79.2 mg, 0.685 mmol), potassium phosphate (152.7 mg, 0.7194 mmol), and sodium bromide (149.2 mg, 1.450 mmol) was added water (13.0 μL, 0.722 mmol) and toluene (3.0 mL). The reaction mixture was heated at 90° C. for 72 hours. The reaction mixture was partitioned betw... Starting materials: O=C([O-])[O-], ClCCl, [K+], [K+], COc1cc(N)c(Cl)cc1C(=O)NCC1CCN(CCCCN)CC1, O=C(Cl)c1cccc2ccccc12. Yields the product COc1cc(N)c(Cl)cc1C(=O)NCC1CCN(CCCCNC(=O)c2cccc3ccccc23)CC1. RXN SMILES: [C:26](=[O:27])([O-:28])[O-:29].[Cl:45][CH2:46][Cl:47].[K+:30].[K+:31].[NH2:1][c:2]1[cH:3][c:4]([O:24][CH3:25])[c:5]([C:6](=[O:7])[NH:8][CH2:9][CH:10]2[CH2:11][CH2:12][N:13]([CH2:16][CH2:17][CH2:18][CH2:19][NH2:20])[CH2:14][CH2:15]2)[cH:21][c:22]1[Cl:23].[c:32]1([C:42](=[O:43])[Cl:44])[cH:33][cH:34][cH:35][c:36]2[cH:37][cH:38][cH:39][cH:40][c:41]12>>[NH2:1][c:2]1[cH:3][c:4]([O:24][CH3:25])[c:5]([C:6](=[O:7])[NH:8][CH2:9][CH:10]2[CH2:11][CH2:12][N:13]([CH2:16][CH2:17][CH2:18][CH2:19][NH:20][C:42]([c:32]3[cH:33][cH:34][cH:35][c:36]4[cH:37][cH:38][cH:39][cH:40][c:41]34)=[O:43])[CH2:14][CH2:15]2)[cH:21][c:22]1[Cl:23].